This data is from the Open Reaction Database (ORD), a public repository of structured organic reaction records. The task is: describe an organic reaction: reactants, conditions, products, and yield Reactants: O=C([O-])[O-], CCCCCC, CS(C)=O, [K+], [K+], NC1CCCCC1, O, ClCCCOc1ccc2ccccc2c1, c1ccccc1. The product is c1ccc2cc(OCCCNC3CCCCC3)ccc2c1. RXN SMILES: [C:1](=[O:2])([O-:3])[O-:4].[CH3:29][CH2:30][CH2:31][CH2:32][CH2:33][CH3:34].[CH3:41][S:42]([CH3:43])=[O:44].[K+:5].[K+:6].[NH2:7][CH:8]1[CH2:9][CH2:10][CH2:11][CH2:12][CH2:13]1.[OH2:45].[cH:14]1[c:15]([O:24][CH2:25][CH2:26][CH2:27][Cl:28])[cH:16][cH:17][c:18]2[cH:19][cH:20][cH:21][cH:22][c:23]12.[cH:35]1[cH:36][cH:37][cH:38][cH:39][cH:40]1>>[NH:7]([CH:8]1[CH2:9][CH2:10][CH2:11][CH2:12][CH2:13]1)[CH2:27][CH2:26][CH2:25][O:24][c:15]1[cH:14][c:23]2[c:18]([cH:17][cH:16]1)[cH:19][cH:20][cH:21][cH:22]2. The product is Cc1cccc(C)c1CCOCCCCCCBr. RXN SMILES: [Br:14][CH2:15][CH2:16][CH2:17][CH2:18][CH2:19][CH2:20][Br:21].[CH2:23]1[O:24][CH2:25][CH2:26][CH2:27]1.[CH3:3][c:4]1[c:5]([CH2:11][CH2:12][OH:13])[c:6]([CH3:10])[cH:7][cH:8][cH:9]1.[H-:2].[Na+:1].[OH2:22]>>[CH3:3][c:4]1[c:5]([CH2:11][CH2:12][O:13][CH2:20][CH2:19][CH2:18][CH2:17][CH2:16][CH2:15][Br:14])[c:6]([CH3:10])[cH:7][cH:8][cH:9]1. The reactants are BrCCCCCCBr, C1CCOC1, Cc1cccc(C)c1CCO, [H-], [Na+], O. Procedure: The product of Example 86A and 2-(4-methylphenyl)acetic acid were treated using a method similar to that described in Example 57 to give the title compound. 1H NMR (500 MHz, DMSO-d6/Deuterium Oxide) δ ppm 8.40-8.42 (m, 1H), 7.90-8.03 (m, 2H), 7.71-7.73 (m, 1H), 7.53-7.68 (m, 4H), 7.25-7.27 (m, 2H), 7.15-7.17 (m, 2H), 3.64 (s, 2H), 2.29 (s, 3H); MS (APCI+) M/Z 404 (M+H)+. RXN SMILES: [NH2:1][N:2]1[N:11]=[C:10]([C:12]2[CH:17]=[CH:16][C:15]([Cl:18])=[CH:14][CH:13]=2)[C:9]2[C:4](=[CH:5][CH:6]=[CH:7][CH:8]=2)[C:3]1=[O:19].[CH3:20][C:21]1[CH:26]=[CH:25][C:24]([CH2:27][C:28](O)=[O:29])=[CH:23][CH:22]=1>>[Cl:18][C:15]1[CH:16]=[CH:17][C:12]([C:10]2[C:9]3[C:4](=[CH:5][CH:6]=[CH:7][CH:8]=3)[C:3](=[O:19])[N:2]([NH:1][C:28](=[O:29])[CH2:27][C:24]3[CH:25]=[CH:26][C:21]([CH3:20])=[CH:22][CH:23]=3)[N:11]=2)=[CH:13][CH:14]=1. Yields the product ClC1=CC=C(C=C1)C1=NN(C(C2=CC=CC=C12)=O)NC(CC1=CC=C(C=C1)C)=O (N-[4-(4-chlorophenyl)-1-oxophthalazin-2(1H)-yl]-2-(4-methylphenyl)acetamide). Reactants: NN1C(C2=CC=CC=C2C(=N1)C1=CC=C(C=C1)Cl)=O (2-amino-4-(4-chlorophenyl)phthalazin-1(2H)-one), CC1=CC=C(C=C1)CC(=O)O (2-(4-methylphenyl)acetic acid). Reactants: ClC1=C(C=NN1C1=CC=C(C=C1)OC)C(=O)OCC (5-chloro-1-(4-methoxyphenyl)-1H-pyrazole-4-carboxylic acid, ethyl ester), [OH-].[K+] (potassium hydroxide), Cl (hydrochloric acid), ice water. Run in 3A, C(C)O (ethanol). Product: ClC1=C(C=NN1C1=CC=C(C=C1)OC)C(=O)O (5-chloro-1-(4-methoxyphenyl)-1H-pyrazole-4-carboxylic acid). The yield is 62.2%. RXN SMILES: [Cl:1][C:2]1[N:6]([C:7]2[CH:12]=[CH:11][C:10]([O:13][CH3:14])=[CH:9][CH:8]=2)[N:5]=[CH:4][C:3]=1[C:15]([O:17]CC)=[O:16].[OH-].[K+].Cl>C(O)C>[Cl:1][C:2]1[N:6]([C:7]2[CH:8]=[CH:9][C:10]([O:13][CH3:14])=[CH:11][CH:12]=2)[N:5]=[CH:4][C:3]=1[C:15]([OH:17])=[O:16] |f:1.2|. Reported procedure: A solution of 7.5 g of 5-chloro-1-(4-methoxyphenyl)-1H-pyrazole-4-carboxylic acid, ethyl ester and 2.8 g of potassium hydroxide in 200 ml of 3A ethanol was refluxed for 4 hours. The mixture was poured into ice water and acidified with concentrated hydrochloric acid. The precipitated solid was collected by filtration, dried and recrystallized from ethanol to afford 4.2 g of 5-chloro-1-(4-methoxyphenyl)-1H-pyrazole-4-carboxylic acid. Yield 65%. mp=241°-242° C. Solvent: CS(=O)C (DMSO), CS(=O)C (dimethylsulfoxide). Reaction SMILES: [H-].[Na+].[NH:3]1[C:11]2[C:6](=[CH:7][CH:8]=[CH:9][CH:10]=2)[C:5]([CH2:12][C:13]([OH:15])=[O:14])=[CH:4]1.[F:16][C:17]1[CH:24]=[CH:23][C:20]([CH2:21]Cl)=[CH:19][CH:18]=1.O>CS(C)=O>[F:16][C:17]1[CH:24]=[CH:23][C:20]([CH2:21][O:14][C:13](=[O:15])[CH2:12][C:5]2[C:6]3[C:11](=[CH:10][CH:9]=[CH:8][CH:7]=3)[N:3]([CH2:21][C:20]3[CH:23]=[CH:24][C:17]([F:16])=[CH:18][CH:19]=3)[CH:4]=2)=[CH:19][CH:18]=1 |f:0.1|. Yields the product FC1=CC=C(COC(CC2=CN(C3=CC=CC=C23)CC2=CC=C(C=C2)F)=O)C=C1 ([1-(4-fluorobenzyl)indole-3-yl]acetic acid-(4-fluorobenzyl)ester). Procedure: 100 ml dimethylsulfoxide (DMSO) are added to a three-necked flask under an N2 atmosphere, 2.1 g sodium hydride (mineral oil suspension) are added with vigorous stirring and treated dropwise with a solution of 5 g (17.8 mmol) indole-3-acetic acid in 50 ml DMSO. 2.58 g (35.6 mMol) 4-fluorobenzyl chloride are added with further stirring. After 12 hours at 25° C. the reaction mixture is added to 300 ml water and extracted with ether. The organic phase is dried and the solvent is removed under reduce... Reactants: [H-].[Na+] (sodium hydride), N1C=C(C2=CC=CC=C12)CC(=O)O (indole-3-acetic acid), O (water), FC1=CC=C(CCl)C=C1 (4-fluorobenzyl chloride).